The task is: describe an organic reaction: reactants, conditions, products, and yield. This data is from the Open Reaction Database (ORD), a public repository of structured organic reaction records. Reactants: C(C)OC(CN=C(C1=CC=CC=C1)C1=CC=CC=C1)=O (N-(diphenylmethylene)glycine ethyl ester), solution, C[Si](C)(C)[N-][Si](C)(C)C.[Li+] (lithium bis(trimethylsilyl)amide), 1.A, BrCC(=C)C (3-bromo-2-methylpropene), crude material. The solvent is C1CCOC1 (THF), C1CCOC1 (THF), C(C)(=O)OCC (ethyl acetate). Run at temperature 0 celsius, time 0.5 hour. Product: C1(=CC=CC=C1)C(C1=CC=CC=C1)=NC(C(=O)OCC)CC(=C)C (Ethyl (2RS)-2-Diphenylmethylenamino-4-methyl-4-pentenoate). Yield: 99.8%. As a reaction SMILES: [CH2:1]([O:3][C:4](=[O:20])[CH2:5][N:6]=[C:7]([C:14]1[CH:19]=[CH:18][CH:17]=[CH:16][CH:15]=1)[C:8]1[CH:13]=[CH:12][CH:11]=[CH:10][CH:9]=1)[CH3:2].C[Si]([N-][Si](C)(C)C)(C)C.[Li+].Br[CH2:32][C:33]([CH3:35])=[CH2:34]>C1COCC1.C(OCC)(=O)C>[C:8]1([C:7](=[N:6][CH:5]([CH2:34][C:33]([CH3:35])=[CH2:32])[C:4]([O:3][CH2:1][CH3:2])=[O:20])[C:14]2[CH:19]=[CH:18][CH:17]=[CH:16][CH:15]=2)[CH:9]=[CH:10][CH:11]=[CH:12][CH:13]=1 |f:1.2|. Reported procedure: To a stirred solution of N-(diphenylmethylene)glycine ethyl ester (available from Aldrich Chemical Co., Milwaukee, Wis.) (50.0 g, 187 mmol) in dry THF (200 mL) at −78° C. under argon was added a 1.0 M solution of lithium bis(trimethylsilyl)amide (Li HMDS; 210 mL, 0.2 mol) in THF over a period of 45 min (“1.A, Scheme A). After 0.5 hour at −78° C., 3-bromo-2-methylpropene (18.91 mL, 187 mmol) was added dropwise to the orange-yellow suspension. After the addition was complete, the reaction mixture ...